This data is from the Open Reaction Database (ORD), a public repository of structured organic reaction records. The task is: describe an organic reaction: reactants, conditions, products, and yield Reactants: S(O)(O)(=O)=O (sulfuric acid), P(=O)([O-])([O-])[O-].[Ca+2].P(=O)([O-])([O-])[O-].[Ca+2].[Ca+2] (calcium phosphate), sulfuric acids. The product is P(O)(O)(O)=O (phosphoric acid), O.O.S(=O)(=O)([O-])[O-].[Ca+2] (calcium sulfate dihydrate). RXN SMILES: [P:1]([O-:5])([O-:4])([O-:3])=[O:2].[Ca+2:6].P([O-])([O-])([O-])=[O:8].[Ca+2].[Ca+2].[S:14](=[O:18])(=[O:17])([OH:16])[OH:15]>>[P:1](=[O:2])([OH:5])([OH:4])[OH:3].[OH2:8].[OH2:15].[S:14]([O-:18])([O-:17])(=[O:16])=[O:15].[Ca+2:6] |f:0.1.2.3.4,7.8.9.10|. Procedure: A method of producing wet process phosphoric acid comprises reacting, in a reactor system, calcium phosphate rock particles with a mixture of recycled phosphoric and sulfuric acids, preferably supplemented with added fresh sulfuric acid, to form additional phosphoric acid and calcium sulfate dihydrate (gypsum). The reactor environment is controlled so as to avoid appreciable coating of the rock particles with calcium sulfate. A gypsum slurry is withdrawn and product phosphoric acid is separated ... Starting materials: C(C)OC(=O)C1=C(NC(=C1)C1=CC=CC=C1)CC12CC3CC(CC(C1)C3)C2 (2-Adamantan-1-ylmethyl-5-phenyl-1H-pyrrole-3-carboxylic Acid Ethyl Ester), [H-].[Na+] (sodium hydride), IC (iodomethane). The solvent is CN(C)C=O (DMF). Conditions: time 30 minute. Product: C(C)OC(=O)C1=C(N(C(=C1)C1=CC=CC=C1)C)CC12CC3CC(CC(C1)C3)C2 (2-Adamantan-1-ylmethyl-1-methyl-5-phenyl-1H-pyrrole-3-carboxylic Acid Ethyl Ester). The yield is 82.1%. Reaction SMILES: [CH2:1]([O:3][C:4]([C:6]1[CH:10]=[C:9]([C:11]2[CH:16]=[CH:15][CH:14]=[CH:13][CH:12]=2)[NH:8][C:7]=1[CH2:17][C:18]12[CH2:27][CH:22]3[CH2:23][CH:24]([CH2:26][CH:20]([CH2:21]3)[CH2:19]1)[CH2:25]2)=[O:5])[CH3:2].[H-].[Na+].I[CH3:31]>CN(C=O)C>[CH2:1]([O:3][C:4]([C:6]1[CH:10]=[C:9]([C:11]2[CH:16]=[CH:15][CH:14]=[CH:13][CH:12]=2)[N:8]([CH3:31])[C:7]=1[CH2:17][C:18]12[CH2:27][CH:22]3[CH2:21][CH:20]([CH2:26][CH:24]([CH2:23]3)[CH2:25]1)[CH2:19]2)=[O:5])[CH3:2] |f:1.2|. Procedure: To a solution of 2-adamantan-1-ylmethyl-5-phenyl-1H-pyrrole-3-carboxylic acid ethyl ester (Example 1, step b) (726 mg, 2.00 mmol) in DMF (3 ml) was added sodium hydride (60% dispersion in oil) (100 mg, 2.50 mmol) in small portions at 0° C. The mixture was stirred at room temperature for 30 min, then iodomethane (1.00 ml, 16.0 mmol) was added and the stirring was continued for 1 h. The reaction mixture was partitioned between ethyl acetate and 1M hydrochloric acid, the organic layer was washed wi... Starting materials: C1=CC=C2C=C(C=CC2=C1)S (2-Thionaphthol), N1=CC(=CC=C1)CCC(C=C)=O (1-(3-pyridyl)-4-penten-3-one). Solvent: C(C)O (ethanol). Run at time 8 hour. Product: N1=CC(=CC=C1)CCC(CCSC1=CC2=CC=CC=C2C=C1)=O (1-(3-Pyridyl)-5-(2-naphthylthio)-3-pentanone). As a reaction SMILES: [CH:1]1[CH:10]=[C:9]2[C:4]([CH:5]=[C:6]([SH:11])[CH:7]=[CH:8]2)=[CH:3][CH:2]=1.[N:12]1[CH:17]=[CH:16][CH:15]=[C:14]([CH2:18][CH2:19][C:20](=[O:23])[CH:21]=[CH2:22])[CH:13]=1>C(O)C>[N:12]1[CH:17]=[CH:16][CH:15]=[C:14]([CH2:18][CH2:19][C:20](=[O:23])[CH2:21][CH2:22][S:11][C:6]2[CH:7]=[CH:8][C:9]3[C:4](=[CH:3][CH:2]=[CH:1][CH:10]=3)[CH:5]=2)[CH:13]=1. Procedure: 2-Thionaphthol was added to a solution of 1-(3-pyridyl)-4-penten-3-one (0.200 g) in ethanol (30 ml) followed by stirring overnight at room temperature. The ethanol was removed under reduced pressure and the residue purified by column chromatography over silica eluting with dichloromethane:ethyl acetate (2:1) to give the sub-title compound as a white solid (0.142 g). The reactants are C(C)OC(C(=O)O)(CC)CC (2-ethoxy-2-ethylbutyric acid), [Si](C)(C)(C(C)(C)C)O[C@@H]1C=C2C=C[C@@H]([C@@H]([C@H]2[C@H](C1)O)CC[C@@H]1C[C@H](CC(O1)=O)O[Si](C)(C)C(C)(C)C)C ((4R,6R)-6-{(1S,2S,6S,8S,8aR)-2-[1,2,6,7,8,8a-hexahydro-6-t-butyldimethylsilyloxy-8-hydroxy-2-methyl-1-naphthyl]ethyl}tetrahydro-4-t-butyldimethylsilyloxy-2H-pyran-2-one). Yields the product [Si](C)(C)(C(C)(C)C)O[C@@H]1C=C2C=C[C@@H]([C@@H]([C@H]2[C@H](C1)OC(C(CC)(CC)OCC)=O)CC[C@@H]1C[C@H](CC(O1)=O)O[Si](C)(C)C(C)(C)C)C ((4R,6R)-6-{(1S,2S,6S,8S,8aR)-2-[1,2,6,7,8,8a-Hexahydro-6-t-butyldimethylsilyloxy-8-(2-ethoxy-2-ethylbutyryloxy)-2-methyl-1-naphthyl]ethyl}tetrahydro-4-t-butyldimethylsilyloxy-2H-pyran-2-one). Yield: 21.5%. As a reaction SMILES: [CH2:1]([O:3][C:4]([CH2:10][CH3:11])([CH2:8][CH3:9])[C:5]([OH:7])=[O:6])[CH3:2].[Si:12]([O:19][C@H:20]1[CH2:29][C@H:28](O)[C@H:27]2[C:22]([CH:23]=[CH:24][C@H:25]([CH3:48])[C@@H:26]2[CH2:31][CH2:32][C@H:33]2[O:38][C:37](=[O:39])[CH2:36][C@H:35]([O:40][Si:41]([C:44]([CH3:47])([CH3:46])[CH3:45])([CH3:43])[CH3:42])[CH2:34]2)=[CH:21]1)([C:15]([CH3:18])([CH3:17])[CH3:16])([CH3:14])[CH3:13]>>[Si:12]([O:19][C@H:20]1[CH2:29][C@H:28]([O:6][C:5](=[O:7])[C:4]([O:3][CH2:1][CH3:2])([CH2:8][CH3:9])[CH2:10][CH3:11])[C@H:27]2[C:22]([CH:23]=[CH:24][C@H:25]([CH3:48])[C@@H:26]2[CH2:31][CH2:32][C@H:33]2[O:38][C:37](=[O:39])[CH2:36][C@H:35]([O:40][Si:41]([C:44]([CH3:47])([CH3:46])[CH3:45])([CH3:42])[CH3:43])[CH2:34]2)=[CH:21]1)([C:15]([CH3:16])([CH3:17])[CH3:18])([CH3:14])[CH3:13]. Reported procedure: A procedure similar to that described in Example 10, above, was followed, but using 875 mg of 2-ethoxy-2-ethylbutyric acid and 1.0 g of (4R,6R)-6-{(1S,2S,6S,8S,8aR)-2-[1,2,6,7,8,8a-hexahydro-6-t-butyldimethylsilyloxy-8-hydroxy-2-methyl-1-naphthyl]ethyl}tetrahydro-4-t-butyldimethylsilyloxy-2H-pyran-2-one [prepared as described in Example B, above], to give 271 mg of the title compound as a colorless foam.